This data is from the Open Reaction Database (ORD), a public repository of structured organic reaction records. The task is: describe an organic reaction: reactants, conditions, products, and yield Starting materials: C(C)(=O)OCC.CO (ethyl acetate methanol), ClC=1C=C(C=CC1F)NC1=NC=NC2=CC(=C(C=C12)NC(C=CCN1CCC(CC1)N(C[C@@H](C)O)CC(=O)OC(C)(C)C)=O)OCC1CC1 ((R)-4-[(3-chloro-4-fluorophenyl)amino]-6 ({4-[4-[N-(tert-butyloxycarbonylmethyl)-N-(2-hydroxypropyl)amino]piperidin-1-y]-1-oxo-2-buten-1-yl}amino)-7-cyclopropylmethoxyquinazoline), C(Cl)Cl.CO (methylene chloride methanol), FC(C(=O)O)(F)F (trifluoroacetic acid). The solvent is C(C)#N (acetonitrile). The product is ClC=1C=C(C=CC1F)NC1=NC=NC2=CC(=C(C=C12)NC(C=CCN1CCC(CC1)N1CC(O[C@@H](C1)C)=O)=O)OCC1CC1 ((R)-4-[(3-chloro-4-fluorophenyl)amino]-6-({4-[4-(6-methyl-2-oxomorpholin-4yl)piperidin-1yl]-1-oxo-2buten-1yl}amino)-7-cyclopropylmethoxyquinazoline). As a reaction SMILES: [Cl:1][C:2]1[CH:3]=[C:4]([NH:9][C:10]2[C:19]3[C:14](=[CH:15][C:16]([O:45][CH2:46][CH:47]4[CH2:49][CH2:48]4)=[C:17]([NH:20][C:21](=[O:44])[CH:22]=[CH:23][CH2:24][N:25]4[CH2:30][CH2:29][CH:28]([N:31]([CH2:36][C:37]([O:39][C:40]([CH3:43])(C)C)=[O:38])[CH2:32][C@H](O)C)[CH2:27][CH2:26]4)[CH:18]=3)[N:13]=[CH:12][N:11]=2)[CH:5]=[CH:6][C:7]=1[F:8].C(Cl)Cl.CO.FC(F)(F)C(O)=O.C(OCC)(=O)C.CO>C(#N)C>[Cl:1][C:2]1[CH:3]=[C:4]([NH:9][C:10]2[C:19]3[C:14](=[CH:15][C:16]([O:45][CH2:46][CH:47]4[CH2:49][CH2:48]4)=[C:17]([NH:20][C:21](=[O:44])[CH:22]=[CH:23][CH2:24][N:25]4[CH2:26][CH2:27][CH:28]([N:31]5[CH2:32][C@@H:40]([CH3:43])[O:39][C:37](=[O:38])[CH2:36]5)[CH2:29][CH2:30]4)[CH:18]=3)[N:13]=[CH:12][N:11]=2)[CH:5]=[CH:6][C:7]=1[F:8] |f:1.2,4.5|. Procedure details: Prepared by lactonizing the intermediate product ((R)-4-[(3-chloro-4-fluorophenyl)amino]-6 ({4-[4-[N-(tert-butyloxycarbonylmethyl)-N-(2-hydroxypropyl)amino]piperidin-1-y]-1-oxo-2-buten-1-yl}amino)-7-cyclopropylmethoxyquinazoline, melting point: from 115° C. (with foaming); Rf value: 0.53 (silica gel, methylene chloride/methanol 9:1)) in the presence of 5 equivalents of trifluoroacetic acid in acetonitrile under reflux; melting point: from 126° C. (with foaming); mass spectrum (ESI+): m/z=623, 62... Reactants: CC(=O)N1CCNCC1, [Cl-], O=C(O)Cc1cc(Cl)cc2c(-c3ccccc3)onc12. Product: CC(=O)N1CCN(C(=O)Cc2cc(Cl)cc3c(-c4ccccc4)onc23)CC1. Reaction SMILES: [C:22]([CH3:23])(=[O:24])[N:25]1[CH2:26][CH2:27][NH:28][CH2:29][CH2:30]1.[Cl-:1].[Cl:2][c:3]1[cH:4][c:5]([CH2:18][C:19](=[O:20])[OH:21])[c:6]2[c:7]([c:8](-[c:11]3[cH:12][cH:13][cH:14][cH:15][cH:16]3)[o:9][n:10]2)[cH:17]1>>[Cl:2][c:3]1[cH:4][c:5]([CH2:18][C:19](=[O:21])[N:28]2[CH2:27][CH2:26][N:25]([C:22]([CH3:23])=[O:24])[CH2:30][CH2:29]2)[c:6]2[c:7]([c:8](-[c:11]3[cH:12][cH:13][cH:14][cH:15][cH:16]3)[o:9][n:10]2)[cH:17]1. As a reaction SMILES: Br[C:2]1[CH:3]=[CH:4][C:5]([NH:8][C:9](=[O:11])[CH3:10])=[N:6][CH:7]=1.[C:12]([O:16][CH2:17][C:18]1[CH:19]=[C:20](B(O)O)[CH:21]=[CH:22][CH:23]=1)([CH3:15])([CH3:14])[CH3:13].C(=O)([O-])[O-].[Na+].[Na+]>[Pd].C1(P(C2C=CC=CC=2)C2C=CC=CC=2)C=CC=CC=1.C1(P(C2C=CC=CC=2)C2C=CC=CC=2)C=CC=CC=1.C1(P(C2C=CC=CC=2)C2C=CC=CC=2)C=CC=CC=1.C1(P(C2C=CC=CC=2)C2C=CC=CC=2)C=CC=CC=1.C(COC)OC>[C:12]([O:16][CH2:17][C:18]1[CH:23]=[C:22]([C:2]2[CH:3]=[CH:4][C:5]([NH:8][C:9](=[O:11])[CH3:10])=[N:6][CH:7]=2)[CH:21]=[CH:20][CH:19]=1)([CH3:15])([CH3:13])[CH3:14] |f:2.3.4,5.6.7.8.9|. Procedure: Under an argon stream, 1.0 g of N-(5-bromopyridin-2-yl)acetamide, 967 mg of 3-(tert-butoxymethyl)phenylboronic acid and 269 mg of tetrakis(triphenylphosphine)-palladium are placed in a round-bottomed flask containing 30 ml of dimethoxyethane and 15 ml of a 2M solution of sodium carbonate degassed beforehand. The mixture is heated at 90° C. for 15 hours. After cooling, the reaction mixture is concentrated under reduced pressure. The residue is taken up between dichloromethane and water, the organ... Reagents/catalysts: [Pd].C1(=CC=CC=C1)P(C1=CC=CC=C1)C1=CC=CC=C1.C1(=CC=CC=C1)P(C1=CC=CC=C1)C1=CC=CC=C1.C1(=CC=CC=C1)P(C1=CC=CC=C1)C1=CC=CC=C1.C1(=CC=CC=C1)P(C1=CC=CC=C1)C1=CC=CC=C1 (tetrakis(triphenylphosphine)-palladium). Yield: 72.1%. Conditions: temperature 90 celsius. Run in C(OC)COC (dimethoxyethane). The product is C(C)(C)(C)OCC=1C=C(C=CC1)C=1C=CC(=NC1)NC(C)=O (N-[5-(3-tert-Butoxymethylphenyl)pyridin-2-yl]acetamide). Starting materials: solution, C([O-])([O-])=O.[Na+].[Na+] (sodium carbonate), BrC=1C=CC(=NC1)NC(C)=O (N-(5-bromopyridin-2-yl)acetamide), C(C)(C)(C)OCC=1C=C(C=CC1)B(O)O (3-(tert-butoxymethyl)phenylboronic acid). Reactants: CC(=O)NCC(=O)O, CC(N)=O, CN(CC(=O)O)CC(=O)O, COCCOC, O, O=C(O)CNCC(=O)O. The product is CC(=O)N(CC(=O)O)CC(=O)O. As a reaction SMILES: [CH3:15][C:16]([NH:17][CH2:18][C:19](=[O:20])[OH:21])=[O:22].[CH3:1][C:2]([NH2:3])=[O:4].[CH3:23][N:24]([CH2:25][C:26]([OH:27])=[O:28])[CH2:29][C:30]([OH:31])=[O:32].[CH3:33][O:34][CH2:35][CH2:36][O:37][CH3:38].[OH2:5].[OH:6][C:7](=[O:8])[CH2:9][NH:10][CH2:11][C:12]([OH:13])=[O:14]>>[CH3:1][C:2](=[O:4])[N:10]([CH2:9][C:7]([OH:6])=[O:8])[CH2:11][C:12]([OH:13])=[O:14].